Dataset: the Open Reaction Database (ORD), a public repository of structured organic reaction records. Task: describe an organic reaction: reactants, conditions, products, and yield The reactants are CC(C)(C)OC(=O)CBr, O=C([O-])[O-], COC(CN)OC, [K+], [K+], CN(C)C=O. Yields the product COC(CNCC(=O)OC(C)(C)C)OC. Reaction SMILES: [Br:14][CH2:15][C:16](=[O:17])[O:18][C:19]([CH3:20])([CH3:21])[CH3:22].[C:8](=[O:9])([O-:10])[O-:11].[CH3:1][O:2][CH:3]([CH2:4][NH2:5])[O:6][CH3:7].[K+:12].[K+:13].[O:23]=[CH:24][N:25]([CH3:26])[CH3:27]>>[CH3:1][O:2][CH:3]([CH2:4][NH:5][CH2:15][C:16](=[O:17])[O:18][C:19]([CH3:20])([CH3:21])[CH3:22])[O:6][CH3:7]. Reactants: Fc1cc(F)cc(CBr)c1, O=C([O-])[O-], CC(C)CC(C(=O)N1C(=O)OCC1Cc1ccccc1)c1cc(O)cc(-c2ccc(C(F)(F)F)cc2)c1, CC#N, [Cs+], [Cs+]. Yields the product CC(C)CC(C(=O)N1C(=O)OCC1Cc1ccccc1)c1cc(OCc2cc(F)cc(F)c2)cc(-c2ccc(C(F)(F)F)cc2)c1. As a reaction SMILES: [Br:38][CH2:39][c:40]1[cH:41][c:42]([F:47])[cH:43][c:44]([F:46])[cH:45]1.[C:48](=[O:49])([O-:50])[O-:51].[CH2:1]([c:2]1[cH:3][cH:4][cH:5][cH:6][cH:7]1)[CH:8]1[N:9]([C:14]([CH:15]([CH2:16][CH:17]([CH3:18])[CH3:19])[c:20]2[cH:21][c:22](-[c:27]3[cH:28][cH:29][c:30]([C:33]([F:34])([F:35])[F:36])[cH:31][cH:32]3)[cH:23][c:24]([OH:26])[cH:25]2)=[O:37])[C:10](=[O:13])[O:11][CH2:12]1.[CH3:54][C:55]#[N:56].[Cs+:52].[Cs+:53]>>[CH2:1]([c:2]1[cH:3][cH:4][cH:5][cH:6][cH:7]1)[CH:8]1[N:9]([C:14]([CH:15]([CH2:16][CH:17]([CH3:18])[CH3:19])[c:20]2[cH:21][c:22](-[c:27]3[cH:28][cH:29][c:30]([C:33]([F:34])([F:35])[F:36])[cH:31][cH:32]3)[cH:23][c:24]([O:26][CH2:39][c:40]3[cH:41][c:42]([F:47])[cH:43][c:44]([F:46])[cH:45]3)[cH:25]2)=[O:37])[C:10](=[O:13])[O:11][CH2:12]1. Starting materials: COc1cc2nccc(Oc3ccc4ccc(C(=O)O)cc4c3)c2cc1OC, CN(C)c1ccncc1, CCOC(C)=O, CCN(C(C)C)C(C)C, Nc1cccc(Cl)c1, ClCCl, CN(C)C=O. Product: COc1cc2nccc(Oc3ccc4ccc(C(=O)Nc5cccc(Cl)c5)cc4c3)c2cc1OC. RXN SMILES: [CH3:1][O:2][c:3]1[cH:4][c:5]2[c:6]([O:15][c:16]3[cH:17][cH:18][c:19]4[cH:20][cH:21][c:22]([C:26](=[O:27])[OH:28])[cH:23][c:24]4[cH:25]3)[cH:7][cH:8][n:9][c:10]2[cH:11][c:12]1[O:13][CH3:14].[CH3:54][N:55]([c:56]1[cH:57][cH:58][n:59][cH:60][cH:61]1)[CH3:62].[CH3:63][CH2:64][O:65][C:66]([CH3:67])=[O:68].[CH:29]([N:30]([CH2:31][CH3:32])[CH:33]([CH3:34])[CH3:35])([CH3:36])[CH3:37].[Cl:38][c:39]1[cH:40][c:41]([NH2:42])[cH:43][cH:44][cH:45]1.[Cl:51][CH2:52][Cl:53].[O:46]=[CH:47][N:48]([CH3:49])[CH3:50]>>[CH3:1][O:2][c:3]1[cH:4][c:5]2[c:6]([O:15][c:16]3[cH:17][cH:18][c:19]4[cH:20][cH:21][c:22]([C:26](=[O:28])[NH:42][c:41]5[cH:40][c:39]([Cl:38])[cH:45][cH:44][cH:43]5)[cH:23][c:24]4[cH:25]3)[cH:7][cH:8][n:9][c:10]2[cH:11][c:12]1[O:13][CH3:14]. Starting materials: C1(=CC=CC=C1)NC(=S)N (phenylthiourea), C(C)(=O)O (acetic acid), acetal. Conditions: temperature 100 celsius. The product is C1(=CC=CC=C1)NC=1SC=CN1 (Phenylthiazol-2-ylamine). Reaction SMILES: [C:1]1([NH:7][C:8]([NH2:10])=[S:9])[CH:6]=[CH:5][CH:4]=[CH:3][CH:2]=1.[C:11](O)(=O)[CH3:12]>>[C:1]1([NH:7][C:8]2[S:9][CH:11]=[CH:12][N:10]=2)[CH:6]=[CH:5][CH:4]=[CH:3][CH:2]=1. Procedure details: 10 g (65.7 mmol) of phenylthiourea 37 were dissolved in 100 ml of acetic acid. 9.9 ml of the acetal 38 were added and the mixture was heated at 100° C. for 2 h. The solvent was removed i.v. and the residue was partitioned between 300 ml of 1N NaOH and 300 ml of ethyl acetate. The aqueous phase was extracted twice with in each case 100 ml of ethyl acetate and the combined organic phases were dried using magnesium sulfate. The solvent was removed and the residue was precipitated from 50 ml of diis...